This data is from the Open Reaction Database (ORD), a public repository of structured organic reaction records. The task is: describe an organic reaction: reactants, conditions, products, and yield Yields the product C(C1=CC=CC=C1)OC1=NC=CC(=C1)C1=NN=C(N1C)S(=O)(=O)C (2-Benzyloxy-4-(5-methanesulfonyl-4-methyl-4H-[1,2,4]triazol-3-yl)-pyridine). Reaction conditions: time 72 hour. Reagents/catalysts: C([O-])([O-])=O.[Ag+].[Ag+] (silver (1) carbonate). RXN SMILES: [CH3:1][S:2]([C:5]1[N:6]([CH3:17])[C:7]([C:10]2[CH:15]=[CH:14][NH:13][C:12](=[O:16])[CH:11]=2)=[N:8][N:9]=1)(=[O:4])=[O:3].[CH2:18](Br)[C:19]1[CH:24]=[CH:23][CH:22]=[CH:21][CH:20]=1>C(=O)([O-])[O-].[Ag+].[Ag+]>[CH2:18]([O:16][C:12]1[CH:11]=[C:10]([C:7]2[N:6]([CH3:17])[C:5]([S:2]([CH3:1])(=[O:4])=[O:3])=[N:9][N:8]=2)[CH:15]=[CH:14][N:13]=1)[C:19]1[CH:24]=[CH:23][CH:22]=[CH:21][CH:20]=1 |f:2.3.4|. Starting materials: CS(=O)(=O)C=1N(C(=NN1)C1=CC(NC=C1)=O)C (4-(5-Methanesulfonyl-4-methyl-4H-[1,2,4]triazol-3-yl)-1H-pyridin-2-one), C(C1=CC=CC=C1)Br (benzyl bromide). Reported procedure: The title compound from example 27.1 (0.95 g, 3.7 mmol) and silver (1) carbonate (1.23 g, 4.48 mmol) were combined in a round bottom flask and purged with nitrogen. Toluene (10 mL) was added, followed by benzyl bromide (0.53 mL, 4.48 mmol) and the reaction was stirred for 72 h at room temperature. The silver salts were then removed by filtration through diatomaceous earth, which were then washed with dichloromethane. The filtrate was concentrated then purified by column chromatography on silica ... Starting materials: CCCS(=O)(=O)Cl, ClCCl, c1ccncc1, Nc1cccc2c1CCCC2c1c[nH]cn1. Yields the product CCCS(=O)(=O)Nc1cccc2c1CCCC2c1cnc[nH]1. As a reaction SMILES: [CH2:1]([CH2:2][CH3:3])[S:4](=[O:5])(=[O:6])[Cl:7].[Cl:30][CH2:31][Cl:32].[cH:8]1[cH:9][cH:10][n:11][cH:12][cH:13]1.[nH:14]1[cH:15][n:16][c:17]([CH:19]2[c:20]3[cH:21][cH:22][cH:23][c:24]([NH2:29])[c:25]3[CH2:26][CH2:27][CH2:28]2)[cH:18]1>>[CH2:1]([CH2:2][CH3:3])[S:4](=[O:5])(=[O:6])[NH:29][c:24]1[cH:23][cH:22][cH:21][c:20]2[c:25]1[CH2:26][CH2:27][CH2:28][CH:19]2[c:17]1[nH:16][cH:15][n:14][cH:18]1. Starting materials: NC1=NC=C(C=N1)C=1C=C(C(=CC1)NC(C)(C)C)N (4-(2-amino-pyrimidin-5-yl)-N1-tert-butyl-benzene-1,2-diamine), CC=1C=NN(C1)C1=C(C=O)C=CC=C1 (2-(4-methyl-pyrazol-1-yl)-benzaldehyde), C(=O)(O)[O-].[Na+] (NaHCO3). Solvent: C(C)(=O)O (acetic acid). Product: C(C)(C)(C)N1C(=NC2=C1C=CC(=C2)C=2C=NC(=NC2)N)C2=C(C=CC=C2)N2N=CC(=C2)C (5-{1-tert-Butyl-2-[2-(4-methyl-pyrazol-1-yl)-phenyl]-1H-benzimidazol-5-yl}-pyrimidin-2-ylamine). Yield: 35.4%. As a reaction SMILES: [NH2:1][C:2]1[N:7]=[CH:6][C:5]([C:8]2[CH:9]=[C:10]([NH2:19])[C:11]([NH:14][C:15]([CH3:18])([CH3:17])[CH3:16])=[CH:12][CH:13]=2)=[CH:4][N:3]=1.[CH3:20][C:21]1[CH:22]=[N:23][N:24]([C:26]2[CH:33]=[CH:32][CH:31]=[CH:30][C:27]=2[CH:28]=O)[CH:25]=1.C([O-])(O)=O.[Na+]>C(O)(=O)C>[C:15]([N:14]1[C:11]2[CH:12]=[CH:13][C:8]([C:5]3[CH:4]=[N:3][C:2]([NH2:1])=[N:7][CH:6]=3)=[CH:9][C:10]=2[N:19]=[C:28]1[C:27]1[CH:30]=[CH:31][CH:32]=[CH:33][C:26]=1[N:24]1[CH:25]=[C:21]([CH3:20])[CH:22]=[N:23]1)([CH3:16])([CH3:18])[CH3:17] |f:2.3|. Reported procedure: A solution of 4-(2-amino-pyrimidin-5-yl)-N1-tert-butyl-benzene-1,2-diamine (180 mg, 0.70 mmol) and 2-(4-methyl-pyrazol-1-yl)-benzaldehyde (130 mg, 0.70 mmol) in acetic acid (5 mL) is warmed to 100° C. for 16 hours then cooled to room temperature and neutralized with NaHCO3 (sat.). The product is extracted into EtOAc (3×) and the combined organics are dried (MgSO4), filtered and concentrated. Purification via flash chromatography (12 g silica gel, 0-5% MeOH/CH2Cl2) affords the title compound (105...